This data is from the Open Reaction Database (ORD), a public repository of structured organic reaction records. The task is: describe an organic reaction: reactants, conditions, products, and yield As a reaction SMILES: Cl.[NH2:2][C@H:3]([CH2:13][C:14]1[CH:19]=[CH:18][C:17]([F:20])=[CH:16][CH:15]=1)[C:4]([N:6]1[CH2:11][CH2:10][CH:9]([OH:12])[CH2:8][CH2:7]1)=[O:5].[Cl:21][C:22]1[CH:23]=[C:24]2[C:28](=[CH:29][CH:30]=1)[NH:27][C:26]([C:31](O)=[O:32])=[CH:25]2>>[F:20][C:17]1[CH:16]=[CH:15][C:14]([CH2:13][C@@H:3]([NH:2][C:31]([C:26]2[NH:27][C:28]3[C:24]([CH:25]=2)=[CH:23][C:22]([Cl:21])=[CH:30][CH:29]=3)=[O:32])[C:4]([N:6]2[CH2:7][CH2:8][CH:9]([OH:12])[CH2:10][CH2:11]2)=[O:5])=[CH:19][CH:18]=1 |f:0.1|. Reactants: Cl.N[C@@H](C(=O)N1CCC(CC1)O)CC1=CC=C(C=C1)F ((R)-2-Amino-3-(4-fluoro-phenyl)-1-(4-hydroxy-piperidin-1-yl)-propan-1-one hydrochloride), ClC=1C=C2C=C(NC2=CC1)C(=O)O (5-chloro-1H-indole-2-carboxylic acid). Product: FC1=CC=C(C[C@H](C(=O)N2CCC(CC2)O)NC(=O)C=2NC3=CC=C(C=C3C2)Cl)C=C1 (5-Chloro-1H-indole-2-carboxylic acid [(1R)-(4-fluoro-benzyl)-2-(4-hydroxy-piperidin-1-yl)-2-oxo-ethyl]-amide). Procedure details: (R)-2-Amino-3-(4-fluoro-phenyl)-1-(4-hydroxy-piperidin-1-yl)-propan-1-one hydrochloride (0.6 mmol) and 5-chloro-1H-indole-2-carboxylic acid (0.6 mmol) were coupled according to Procedure A and the crude product purified by chromatography on silica gel eluted with 50, 75 and 100% ethyl acetate in hexanes. Yield 171 mg, 765%; HPLC (60/40) 4.23 minutes (97%); MS 444/446 (MH+, 100%); TSPMS 444/446 (MH+, 100%); The reactants are [OH-].[Na+] (NaOH), C(C)(C)(C)C1=NC2=C(N1CC1CCOCC1)C=CC(=C2)S(=O)(=O)N2CC(CC2)C(=O)OC (methyl 1-{[2-tert-butyl-1-(tetrahydro-2H-pyran-4-ylmethyl)-1H-benzimidazol-5-yl]sulfonyl}pyrrolidine-3-carboxylate), CO (MeOH). The solvent is O (water), O (H2O). Conditions: time 8 hour. The product is C(C)(C)(C)C1=NC2=C(N1CC1CCOCC1)C=CC(=C2)S(=O)(=O)N2CC(CC2)C(=O)O (1-{[2-tert-butyl-1-(tetrahydro-2H-pyran-4-ylmethyl)-1H-benzimidazol-5-yl]sulfonyl}pyrrolidine-3-carboxylic acid). Reaction SMILES: [OH-].[Na+].[C:3]([C:7]1[N:11]([CH2:12][CH:13]2[CH2:18][CH2:17][O:16][CH2:15][CH2:14]2)[C:10]2[CH:19]=[CH:20][C:21]([S:23]([N:26]3[CH2:30][CH2:29][CH:28]([C:31]([O:33]C)=[O:32])[CH2:27]3)(=[O:25])=[O:24])=[CH:22][C:9]=2[N:8]=1)([CH3:6])([CH3:5])[CH3:4].CO>O>[C:3]([C:7]1[N:11]([CH2:12][CH:13]2[CH2:14][CH2:15][O:16][CH2:17][CH2:18]2)[C:10]2[CH:19]=[CH:20][C:21]([S:23]([N:26]3[CH2:30][CH2:29][CH:28]([C:31]([OH:33])=[O:32])[CH2:27]3)(=[O:25])=[O:24])=[CH:22][C:9]=2[N:8]=1)([CH3:6])([CH3:4])[CH3:5] |f:0.1|. Reported procedure: NaOH (2 mL, 2 M, 4.0 mmol) was added to a solution of methyl 1-{[2-tert-butyl-1-(tetrahydro-2H-pyran-4-ylmethyl)-1H-benzimidazol-5-yl]sulfonyl}pyrrolidine-3-carboxylate (570 mg, 1.22 mmol) in a 1:1 mixture of MeOH:H2O (30 mL) at ambient temperature. The reaction mixture was stirred overnight and diluted with water (100 mL). The solvent was concentrated to 100 mL. The resulting solution was neutralized with HCl solution, the product was extracted with EtOAc and dried over anhydrous Na2SO4. The so... The reactants are C(C)(C)(C)OC(=O)N(C(CC)C=1C=CC=2C3C(C(NC2C1)=O)CCC3)CC3=CC(=CC=C3)Cl (7-[1-(N-tert-butoxycarbonyl-3-chlorobenzylamino)propyl]-1,2,3,3a,5,9b-hexahydrocyclopenta[c]quinolin-4-one), COC=1C=CC(=CC1)P2(=S)SP(=S)(S2)C=3C=CC(=CC3)OC (Lawesson's reagent). Run in C1CCOC1 (THF). The product is C(C)(C)(C)OC(=O)N(C(CC)C=1C=CC=2C3C(C(NC2C1)=S)CCC3)CC3=CC(=CC=C3)Cl (7-[1-(N-tert-Butoxycarbonyl-3-chlorobenzylamino)propyl]-1,2,3,3a,5,9b-hexahydrocyclopenta[c]quinoline-4-thione). As a reaction SMILES: [C:1]([O:5][C:6]([N:8]([CH2:26][C:27]1[CH:32]=[CH:31][CH:30]=[C:29]([Cl:33])[CH:28]=1)[CH:9]([C:12]1[CH:13]=[CH:14][C:15]2[CH:16]3[CH2:25][CH2:24][CH2:23][CH:17]3[C:18](=O)[NH:19][C:20]=2[CH:21]=1)[CH2:10][CH3:11])=[O:7])([CH3:4])([CH3:3])[CH3:2].COC1C=CC(P2(SP(C3C=CC(OC)=CC=3)(=S)S2)=[S:43])=CC=1>C1COCC1>[C:1]([O:5][C:6]([N:8]([CH2:26][C:27]1[CH:32]=[CH:31][CH:30]=[C:29]([Cl:33])[CH:28]=1)[CH:9]([C:12]1[CH:13]=[CH:14][C:15]2[CH:16]3[CH2:25][CH2:24][CH2:23][CH:17]3[C:18](=[S:43])[NH:19][C:20]=2[CH:21]=1)[CH2:10][CH3:11])=[O:7])([CH3:4])([CH3:3])[CH3:2]. Reported procedure: A solution of 260 mg (0.55 mmol) of 7-[1-(N-tert-butoxycarbonyl-3-chlorobenzylamino)propyl]-1,2,3,3a,5,9b-hexahydrocyclopenta[c]quinolin-4-one and 597 mg (1.48 mmol) of Lawesson's reagent in 30 ml of THF is refluxed for 1 hour. After concentration by evaporation in a vacuum, the residue is purified by column chromatography with hexane-ethyl acetate: 230 mg of product. Starting materials: CC(C)(C)OC(=O)NC(C(=O)N1CC=CC1C#N)C(C)(C)C, ClCCl, O=C(O)C(F)(F)F. Yields the product CC(C)(C)C(N)C(=O)N1CC=CC1C#N. As a reaction SMILES: [C:1]([O:2][C:3](=[O:4])[NH:7][CH:8]([C:9]([CH3:10])([CH3:11])[CH3:12])[C:13](=[O:14])[N:15]1[CH:16]([C:20]#[N:21])[CH:17]=[CH:18][CH2:19]1)([CH3:5])([CH3:6])[CH3:22].[Cl:30][CH2:31][Cl:32].[OH:23][C:24]([C:25]([F:26])([F:27])[F:28])=[O:29]>>[NH2:7][CH:8]([C:9]([CH3:10])([CH3:11])[CH3:12])[C:13](=[O:14])[N:15]1[CH:16]([C:20]#[N:21])[CH:17]=[CH:18][CH2:19]1.